Dataset: the Open Reaction Database (ORD), a public repository of structured organic reaction records. Task: describe an organic reaction: reactants, conditions, products, and yield The reactants are CC1(OC2=C(C1)C=CC=C2CBr)C (2,3-dihydro-2,2-dimethylbenzofuran-7-ylmethyl bromide), C1(=CC=CC=C1)P(C1=CC=CC=C1)C1=CC=CC=C1 (triphenylphosphine). Solvent: C1(=CC=CC=C1)C (toluene). Yields the product [Br-].CC1(OC2=C(C1)C=CC=C2C[P+](C2=CC=CC=C2)(C2=CC=CC=C2)C2=CC=CC=C2)C ((2,3-dihydro-2,2-dimethylbenzofuran-7-ylmethyl)triphenylphosphonium bromide). As a reaction SMILES: [CH3:1][C:2]1([CH3:13])[CH2:6][C:5]2[CH:7]=[CH:8][CH:9]=[C:10]([CH2:11][Br:12])[C:4]=2[O:3]1.[C:14]1([P:20]([C:27]2[CH:32]=[CH:31][CH:30]=[CH:29][CH:28]=2)[C:21]2[CH:26]=[CH:25][CH:24]=[CH:23][CH:22]=2)[CH:19]=[CH:18][CH:17]=[CH:16][CH:15]=1>C1(C)C=CC=CC=1>[Br-:12].[CH3:1][C:2]1([CH3:13])[CH2:6][C:5]2[CH:7]=[CH:8][CH:9]=[C:10]([CH2:11][P+:20]([C:21]3[CH:22]=[CH:23][CH:24]=[CH:25][CH:26]=3)([C:27]3[CH:32]=[CH:31][CH:30]=[CH:29][CH:28]=3)[C:14]3[CH:15]=[CH:16][CH:17]=[CH:18][CH:19]=3)[C:4]=2[O:3]1 |f:3.4|. Procedure details: This compound is prepared in a manner analogous to that of Step A of Example 2, using 11.8 grams (0.049 mole) of 2,3-dihydro-2,2-dimethylbenzofuran-7-ylmethyl bromide and 13.0 grams (0.050 mole) of triphenylphosphine in about 100 mL of toluene, yielding (2,3-dihydro-2,2-dimethylbenzofuran-7-ylmethyl)triphenylphosphonium bromide. The reactants are C(C1=CC=CC=C1)N(C1=C(C(=NC=N1)NC=1C=C(C=CC1)N(C(OC(C)(C)C)=O)C)[N+](=O)[O-])CC1=CC=CC=C1 (tert-butyl 3-(6-(dibenzylamino)-5-nitropyrimidin-4-ylamino)phenyl(methyl)carbamate), [NH4+].[Cl-] (NH4Cl). Reagents/catalysts: [Fe] (Fe). Run in C1CCOC1.CO.O (THF MeOH H2O). Reaction conditions: temperature 50 celsius. The product is NC=1C(=NC=NC1N(CC1=CC=CC=C1)CC1=CC=CC=C1)NC=1C=C(C=CC1)N(C(OC(C)(C)C)=O)C (tert-butyl 3-(5-amino-6-(dibenzylamino)pyrimidin-4-ylamino)phenyl(methyl)carbamate). Yield: 94.8%. RXN SMILES: [CH2:1]([N:8]([CH2:34][C:35]1[CH:40]=[CH:39][CH:38]=[CH:37][CH:36]=1)[C:9]1[N:14]=[CH:13][N:12]=[C:11]([NH:15][C:16]2[CH:17]=[C:18]([N:22]([CH3:30])[C:23](=[O:29])[O:24][C:25]([CH3:28])([CH3:27])[CH3:26])[CH:19]=[CH:20][CH:21]=2)[C:10]=1[N+:31]([O-])=O)[C:2]1[CH:7]=[CH:6][CH:5]=[CH:4][CH:3]=1.[NH4+].[Cl-]>C1COCC1.CO.O.[Fe]>[NH2:31][C:10]1[C:11]([NH:15][C:16]2[CH:17]=[C:18]([N:22]([CH3:30])[C:23](=[O:29])[O:24][C:25]([CH3:26])([CH3:27])[CH3:28])[CH:19]=[CH:20][CH:21]=2)=[N:12][CH:13]=[N:14][C:9]=1[N:8]([CH2:1][C:2]1[CH:7]=[CH:6][CH:5]=[CH:4][CH:3]=1)[CH2:34][C:35]1[CH:36]=[CH:37][CH:38]=[CH:39][CH:40]=1 |f:1.2,3.4.5|. Procedure: To a solution of tert-butyl 3-(6-(dibenzylamino)-5-nitropyrimidin-4-ylamino)phenyl(methyl)carbamate (21) (6.7 g, 12.4 mmol) in THF/MeOH/H2O (100 mL/50 mL/30 mL) was added Fe powder (3.47 g, 62 mmol) and NH4Cl (6.63 g, 124 mmol). The reaction mixture was heated at 50° C. for 5 h under N2. After cooling to rt, the reaction mixture was filtered through a pad of Celite. The filtrate was extracted with EtOAc (30 mL×3), washed with water and brine, dried over Na2SO4, and concentrated in vacuo to affor... Starting materials: C=CCOCC=C, CCOC(C)=O, CS(=O)(=O)c1nc(Cl)c2ccn(C3OC(COCc4ccccc4)C(OCc4ccccc4)C3OCc3ccccc3)c2n1, [Na], CN(C)C=O. Product: C=CCOc1nc(S(C)(=O)=O)nc2c1ccn2C1OC(COCc2ccccc2)C(OCc2ccccc2)C1OCc1ccccc1. As a reaction SMILES: [CH2:45]([CH:46]=[CH2:47])[O:48][CH2:49][CH:50]=[CH2:51].[CH3:58][CH2:59][O:60][C:61](=[O:62])[CH3:63].[Cl:1][c:2]1[c:3]2[c:4]([n:5][c:6]([S:8](=[O:9])(=[O:10])[CH3:11])[n:7]1)[n:12]([CH:15]1[CH:16]([O:17][CH2:18][c:19]3[cH:20][cH:21][cH:22][cH:23][cH:24]3)[CH:25]([O:26][CH2:27][c:28]3[cH:29][cH:30][cH:31][cH:32][cH:33]3)[CH:34]([CH2:36][O:37][CH2:38][c:39]3[cH:40][cH:41][cH:42][cH:43][cH:44]3)[O:35]1)[cH:13][cH:14]2.[Na:52].[O:53]=[CH:54][N:55]([CH3:56])[CH3:57]>>[c:2]1([O:48][CH2:45][CH:46]=[CH2:47])[c:3]2[c:4]([n:5][c:6]([S:8](=[O:9])(=[O:10])[CH3:11])[n:7]1)[n:12]([CH:15]1[CH:16]([O:17][CH2:18][c:19]3[cH:20][cH:21][cH:22][cH:23][cH:24]3)[CH:25]([O:26][CH2:27][c:28]3[cH:29][cH:30][cH:31][cH:32][cH:33]3)[CH:34]([CH2:36][O:37][CH2:38][c:39]3[cH:40][cH:41][cH:42][cH:43][cH:44]3)[O:35]1)[cH:13][cH:14]2. Starting materials: ClC=1C=C(C=CC1Cl)C=1NC(=C(N1)I)I (2-(3,4-dichloro-phenyl)-4,5-diiodo-lH-imidazole), S(=O)([O-])[O-].[Na+].[Na+] (sodium sulfite), CCOC(=O)C (EtOAc). The solvent is C(C)O (ethanol), O (water), [Cl-].[Na+].O (brine). Product: ClC=1C=C(C=CC1Cl)C=1NC=C(N1)I (2-(3,4-dichloro-phenyl)-4-iodo-1H-imidazole). The yield is 84.1%. As a reaction SMILES: [Cl:1][C:2]1[CH:3]=[C:4]([C:9]2[NH:10][C:11]([I:15])=[C:12](I)[N:13]=2)[CH:5]=[CH:6][C:7]=1[Cl:8].S([O-])([O-])=O.[Na+].[Na+].CCOC(C)=O>C(O)C.O.[Cl-].[Na+].O>[Cl:1][C:2]1[CH:3]=[C:4]([C:9]2[NH:13][CH:12]=[C:11]([I:15])[N:10]=2)[CH:5]=[CH:6][C:7]=1[Cl:8] |f:1.2.3,7.8.9|. Procedure details: A mixture of 2-(3,4-dichloro-phenyl)-4,5-diiodo-lH-imidazole (0.93 g, 2.0 mmol) and sodium sulfite (1.01 g, 8.0 mmol) in ethanol (33 ml) and water (8 ml) was refluxed for 24 h. After addition of EtOAc (200 ml) and brine (20 ml) the organic layer was separated, then dried with Na2SO4, evaporated and chromatographed over SiO2 with EtOAc-hexane (6:1) to obtain 2-(3,4-dichloro-phenyl)-4-iodo-1H-imidazole (0.57 g, 84%) as a solid mass. Mp. 206-207° C. (EtOAc/hexane), MS: m/e=338 (M+). The reactants are FC1=CC=CC2=C1N(C(=N2)C(=O)N([C@@H]2CN(C[C@@H](C2)C(=O)N2CCOCC2)C(=O)OC(C)(C)C)CC(C)C)CCCCOC (tert-Butyl (3S,5R)-3-{{{7-fluoro-1-(4-methoxybutyl)-1H-benzimidazol-2-yl}carbonyl}(2-methylpropyl)amino}-5-(morpholin-4-ylcarbonyl)piperidine-1-carboxylate), C(C)(=O)OCC.Cl (hydrogen chloride-ethyl acetate). Conditions: time 10 hour. Product: Cl.Cl.FC1=CC=CC2=C1N(C(=N2)C(=O)N([C@@H]2CNC[C@@H](C2)C(=O)N2CCOCC2)CC(C)C)CCCCOC (7-fluoro-1-(4-methoxybutyl)-N-(2-methylpropyl)-N-{(3S,5R)-5-(morpholin-4-ylcarbonyl)piperidin-3-yl}-1H-benzimidazole-2-carboxamide dihydrochloride). RXN SMILES: [F:1][C:2]1[C:7]2[N:8]([CH2:39][CH2:40][CH2:41][CH2:42][O:43][CH3:44])[C:9]([C:11]([N:13]([CH2:35][CH:36]([CH3:38])[CH3:37])[C@H:14]3[CH2:19][C@@H:18]([C:20]([N:22]4[CH2:27][CH2:26][O:25][CH2:24][CH2:23]4)=[O:21])[CH2:17][N:16](C(OC(C)(C)C)=O)[CH2:15]3)=[O:12])=[N:10][C:6]=2[CH:5]=[CH:4][CH:3]=1.C(OCC)(=O)C.[ClH:51]>>[ClH:51].[ClH:51].[F:1][C:2]1[C:7]2[N:8]([CH2:39][CH2:40][CH2:41][CH2:42][O:43][CH3:44])[C:9]([C:11]([N:13]([CH2:35][CH:36]([CH3:37])[CH3:38])[C@H:14]3[CH2:19][C@@H:18]([C:20]([N:22]4[CH2:27][CH2:26][O:25][CH2:24][CH2:23]4)=[O:21])[CH2:17][NH:16][CH2:15]3)=[O:12])=[N:10][C:6]=2[CH:5]=[CH:4][CH:3]=1 |f:1.2,3.4.5|. Procedure: tert-Butyl (3S,5R)-3-{{{7-fluoro-1-(4-methoxybutyl)-1H-benzimidazol-2-yl}carbonyl}(2-methylpropyl)amino}-5-(morpholin-4-ylcarbonyl)piperidine-1-carboxylate (160 mg) was dissolved in 2M hydrogen chloride-ethyl acetate (3 ml), and the mixture was stirred at room temperature for 10 hr. The reaction mixture was concentrated under reduced pressure. The residue was subjected to reversed-phase preparative HPLC, and a fraction eluted with water-acetonitrile (9:1-6:4) was collected, basified (pH 10) with... Reactants: CCOC(=O)c1ccc(C)s1, CC#N, [Na+], [Na+], O=S(=O)(Cl)Cl, O=S([O-])([O-])=S. Product: CCOC(=O)c1cc(Cl)c(C)s1. Reaction SMILES: [CH2:1]([CH3:2])[O:3][C:4](=[O:5])[c:6]1[s:7][c:8]([CH3:11])[cH:9][cH:10]1.[CH3:24][C:25]#[N:26].[Na+:22].[Na+:23].[S:12]([Cl:13])(=[O:14])([Cl:15])=[O:16].[S:17]([O-:18])([O-:19])(=[O:20])=[S:21]>>[CH2:1]([CH3:2])[O:3][C:4](=[O:5])[c:6]1[s:7][c:8]([CH3:11])[c:9]([Cl:15])[cH:10]1. Reactants: CCOC1(c2ccc(O[Si](C(C)C)(C(C)C)C(C)C)cc2C(C)(C)C)CC1, C1CCOC1, CCCC[N+](CCCC)(CCCC)CCCC, [F-]. Yields the product CCOC1(c2ccc(O)cc2C(C)(C)C)CC1. Reaction SMILES: [CH2:1]([CH3:2])[O:3][C:4]1([c:7]2[c:8]([C:24]([CH3:25])([CH3:26])[CH3:27])[cH:9][c:10]([O:11][Si:12]([CH:13]([CH3:14])[CH3:15])([CH:16]([CH3:17])[CH3:18])[CH:19]([CH3:20])[CH3:21])[cH:22][cH:23]2)[CH2:5][CH2:6]1.[CH2:46]1[O:47][CH2:48][CH2:49][CH2:50]1.[CH3:29][CH2:30][CH2:31][CH2:32][N+:33]([CH2:34][CH2:35][CH2:36][CH3:37])([CH2:38][CH2:39][CH2:40][CH3:41])[CH2:42][CH2:43][CH2:44][CH3:45].[F-:28]>>[CH2:1]([CH3:2])[O:3][C:4]1([c:7]2[c:8]([C:24]([CH3:25])([CH3:26])[CH3:27])[cH:9][c:10]([OH:11])[cH:22][cH:23]2)[CH2:5][CH2:6]1.